Dataset: the Open Reaction Database (ORD), a public repository of structured organic reaction records. Task: describe an organic reaction: reactants, conditions, products, and yield Procedure details: Dimethyl (cyanoimido)dithiocarbonate (0.07 g.) and 2-[2-(2,2-difluoroethyl)guanidino]-4-[(2-aminoethyl)thiomethyl]thiazole (0.15 g.) were dissolved in ethanol (3 ml.) and heated under reflux for 20 minutes. The solvent was evaporated and the residual gum was dissolved in ethanolic methylamine (33% w/v, 3 ml.) and allowed to stand at room temperature for 16 hours. The solvent was evaporated and the residual gum purified by preparative thin layer chromatography using ethyl acetate/methanol/ammonia... Isolated yield 115.1%. Reaction conditions: time 16 hour. RXN SMILES: [F:1][CH:2]([F:18])[CH2:3][N:4]=[C:5]([NH2:17])[NH:6][C:7]1[S:8][CH:9]=[C:10]([CH2:12][S:13][CH2:14][CH2:15][NH2:16])[N:11]=1>C(O)C>[F:18][CH:2]([F:1])[CH2:3][N:4]=[C:5]([NH2:17])[NH:6][C:7]1[S:8][CH:9]=[C:10]([CH2:12][S:13][CH2:14][CH2:15][NH:16][C:7]([NH:11][CH3:10])=[N:6][C:5]#[N:4])[N:11]=1. Product: FC(CN=C(NC=1SC=C(N1)CSCCNC(=NC#N)NC)N)F (2-[2-(2,2-difluoroethyl)guanidino]-4-[2-(2-cyano-3-methylguanidino)ethylthiomethyl]thiazole). Run in C(C)O (ethanol). Reactants: Dimethyl (cyanoimido)dithiocarbonate, FC(CN=C(NC=1SC=C(N1)CSCCN)N)F (2-[2-(2,2-difluoroethyl)guanidino]-4-[(2-aminoethyl)thiomethyl]thiazole). Starting materials: NC1=CC=C2C(=N1)C(=CN2)C2CCN(CC2)C (5-amino-3-(1-methylpiperidin-4-yl)pyrrolo[3,2-b]pyridine), ClC(=O)OCC (ethyl chloroformate). Yields the product C(C)OC(=O)NC1=CC=C2C(=N1)C(=CN2)C2CCN(CC2)C (5-(N-[ethoxycarbonyl]amino)-3-(1-methylpiperidin-4-yl)pyrrolo[3,2-b]pyridine). Reaction SMILES: [NH2:1][C:2]1[N:7]=[C:6]2[C:8]([CH:11]3[CH2:16][CH2:15][N:14]([CH3:17])[CH2:13][CH2:12]3)=[CH:9][NH:10][C:5]2=[CH:4][CH:3]=1.Cl[C:19]([O:21][CH2:22][CH3:23])=[O:20]>>[CH2:22]([O:21][C:19]([NH:1][C:2]1[N:7]=[C:6]2[C:8]([CH:11]3[CH2:16][CH2:15][N:14]([CH3:17])[CH2:13][CH2:12]3)=[CH:9][NH:10][C:5]2=[CH:4][CH:3]=1)=[O:20])[CH3:23]. Procedure details: Beginning with 0.010 gm (0.044 mMol) 5-amino-3-(1-methylpiperidin-4-yl)pyrrolo[3,2-b]pyridine and 0.005 mL (0.053 mMol) ethyl chloroformate, the title compound was prepared essentially by the procedure described in Example 7.